From a dataset of the Open Reaction Database (ORD), a public repository of structured organic reaction records. describe an organic reaction: reactants, conditions, products, and yield Reactants: Cc1cc(-c2cccc(C(=O)CC(=O)Nc3cc(C(F)(F)F)c(OCC(F)(F)F)cc3NC(=O)OC(C)(C)C)c2)cc(C)n1, ClCCl, O=C(O)C(F)(F)F. Yields the product Cc1cc(-c2cccc(C3=Nc4cc(OCC(F)(F)F)c(C(F)(F)F)cc4NC(=O)C3)c2)cc(C)n1. As a reaction SMILES: [C:1]([O:2][C:3](=[O:4])[NH:7][c:8]1[c:9]([NH:24][C:25]([CH2:26][C:27](=[O:5])[c:29]2[cH:30][c:31](-[c:35]3[cH:36][c:37]([CH3:42])[n:38][c:39]([CH3:41])[cH:40]3)[cH:32][cH:33][cH:34]2)=[O:43])[cH:10][c:11]([C:20]([F:21])([F:22])[F:23])[c:12]([O:14][CH2:15][C:16]([F:17])([F:18])[F:19])[cH:13]1)([CH3:6])([CH3:28])[CH3:44].[Cl:52][CH2:53][Cl:54].[F:45][C:46]([F:47])([F:48])[C:49]([OH:50])=[O:51]>>[N:7]1=[C:27]([c:29]2[cH:30][c:31](-[c:35]3[cH:36][c:37]([CH3:42])[n:38][c:39]([CH3:41])[cH:40]3)[cH:32][cH:33][cH:34]2)[CH2:26][C:25](=[O:43])[NH:24][c:9]2[c:8]1[cH:13][c:12]([O:14][CH2:15][C:16]([F:17])([F:18])[F:19])[c:11]([C:20]([F:21])([F:22])[F:23])[cH:10]2. The reactants are NC1=CC(=CN(C1=O)C)C=1C(=C(C=CC1)NC(=O)C1=CC2=C(S1)CCCC2)C (N-(3-(5-Amino-1-methyl-6-oxo-1,6-dihydropyridin-3-yl)-2-methylphenyl)-4,5,6,7-tetrahydrobenzo[b]thiophene-2-carboxamide), ClC1=CC=C(C=N1)C1C(N(CCN1C)C)=O (3-(6-chloropyridin-3-yl)-1,4-dimethylpiperazin-2-one), CC1(C2=CC=CC(=C2OC=2C(=CC=CC12)P(C1=CC=CC=C1)C1=CC=CC=C1)P(C1=CC=CC=C1)C1=CC=CC=C1)C (9,9-dimethyl-4,5-bis(diphenylphosphino)xanthene), C(=O)([O-])[O-].[Cs+].[Cs+] (Cs2CO3). The reagents and catalysts are C=1C=CC(=CC1)/C=C/C(=O)/C=C/C2=CC=CC=C2.C=1C=CC(=CC1)/C=C/C(=O)/C=C/C2=CC=CC=C2.C=1C=CC(=CC1)/C=C/C(=O)/C=C/C2=CC=CC=C2.[Pd].[Pd] (Pd2(dba)3). The solvent is O1CCOCC1 (dioxane). Run at temperature 95 celsius. The product is CN1C(C(N(CC1)C)=O)C=1C=CC(=NC1)NC1=CC(=CN(C1=O)C)C=1C(=C(C=CC1)NC(=O)C=1SC2=C(C1)CCCC2)C (N-[3-(5-{[5-(1,4-dimethyl-3-oxopiperazin-2-yl)pyridin-2-yl]amino}-1-methyl-6-oxo-1,6-dihydropyridin-3-yl)-2-methylphenyl]-4,5,6,7-tetrahydro-1-benzothiophene-2-carboxamide). Isolated yield 33.5%. Reaction SMILES: [NH2:1][C:2]1[C:7](=[O:8])[N:6]([CH3:9])[CH:5]=[C:4]([C:10]2[C:11]([CH3:28])=[C:12]([NH:16][C:17]([C:19]3[S:23][C:22]4[CH2:24][CH2:25][CH2:26][CH2:27][C:21]=4[CH:20]=3)=[O:18])[CH:13]=[CH:14][CH:15]=2)[CH:3]=1.Cl[C:30]1[N:35]=[CH:34][C:33]([CH:36]2[N:41]([CH3:42])[CH2:40][CH2:39][N:38]([CH3:43])[C:37]2=[O:44])=[CH:32][CH:31]=1.CC1(C)C2C=CC=C(P(C3C=CC=CC=3)C3C=CC=CC=3)C=2OC2C1=CC=CC=2P(C1C=CC=CC=1)C1C=CC=CC=1.C([O-])([O-])=O.[Cs+].[Cs+]>O1CCOCC1.C1C=CC(/C=C/C(/C=C/C2C=CC=CC=2)=O)=CC=1.C1C=CC(/C=C/C(/C=C/C2C=CC=CC=2)=O)=CC=1.C1C=CC(/C=C/C(/C=C/C2C=CC=CC=2)=O)=CC=1.[Pd].[Pd]>[CH3:42][N:41]1[CH2:40][CH2:39][N:38]([CH3:43])[C:37](=[O:44])[CH:36]1[C:33]1[CH:32]=[CH:31][C:30]([NH:1][C:2]2[C:7](=[O:8])[N:6]([CH3:9])[CH:5]=[C:4]([C:10]3[C:11]([CH3:28])=[C:12]([NH:16][C:17]([C:19]4[S:23][C:22]5[CH2:24][CH2:25][CH2:26][CH2:27][C:21]=5[CH:20]=4)=[O:18])[CH:13]=[CH:14][CH:15]=3)[CH:3]=2)=[N:35][CH:34]=1 |f:3.4.5,7.8.9.10.11|. Reported procedure: A 48-mL sealed tube equipped with a magnetic stirring bar was charged with 43 (0.20 g, 0.5 mmol), 3-(6-chloropyridin-3-yl)-1,4-dimethylpiperazin-2-one (0.185 g, 0.8 mmol), Pd2(dba)3 (0.032 g, 0.035 mmol), 9,9-dimethyl-4,5-bis(diphenylphosphino)xanthene (0.030 g, 0.05 mmol), and Cs2CO3 (0.326 g, 1.0 mmol) in dioxane (10 mL). After the mixture was degassed for 15 min., it was heated at 95° C. for 16 h. Then, the reaction mixture was cooled to room temperature and poured into H2O (10 mL). To this w... The reactants are COC1=CC=C(C=C1)CCCCO (4-(4-methoxyphenyl)butan-1-ol), C1(=CC=CC=C1)P(C1=CC=CC=C1)C1=CC=CC=C1 (triphenylphosphine), N1C=NC=C1 (imidazole), II (I2). Reaction SMILES: [CH3:1][O:2][C:3]1[CH:8]=[CH:7][C:6]([CH2:9][CH2:10][CH2:11][CH2:12]O)=[CH:5][CH:4]=1.C1(P(C2C=CC=CC=2)C2C=CC=CC=2)C=CC=CC=1.N1C=CN=C1.[I:38]I>C1(C)C=CC=CC=1>[I:38][CH2:12][CH2:11][CH2:10][CH2:9][C:6]1[CH:7]=[CH:8][C:3]([O:2][CH3:1])=[CH:4][CH:5]=1. The product is ICCCCC1=CC=C(C=C1)OC (1-Iodo-4-(4-methoxyphenyl)butane). Reaction conditions: temperature 65 celsius. Solvent: C1(=CC=CC=C1)C (toluene). Reported procedure: To a stirred solution of 4-(4-methoxyphenyl)butan-1-ol (9.37 g, 52 mmol, Aldrich) in dry toluene (185 mL) under an argon atmosphere was added triphenylphosphine (17.8 g, 67.6 mmol) and imidazole (10.6 g, 156 mmol). After ten minutes I2 (17.1 g, 67.6 mmol) was added. The reaction was then heated at 65 ° C. for 30 minutes. Upon cooling to room temperature the reaction was concentrated to 1/4 volume. The remaining solution was diluted with Et2O and washed with H2O and brine and dried (MgSO4). The s... Starting materials: C(#N)C1=C2CC[C@@H](C2=CC=C1)NC(OC(C)(C)C)=O ((S)-tert-butyl 4-cyano-2,3-dihydro-1H-inden-1-ylcarbamate), ClCC(=O)N(C)C (2-chloro-N,N-dimethylacetamide). The product is C(#N)C1=C2CC[C@@H](C2=CC=C1)N(C(OC(C)(C)C)=O)CC(=O)N(C)C ((S)-tert-butyl (4-cyano-2,3-dihydro-1H-inden-1-yl)(2-(dimethylamino)-2-oxoethyl)carbamate). As a reaction SMILES: [C:1]([C:3]1[CH:11]=[CH:10][CH:9]=[C:8]2[C:4]=1[CH2:5][CH2:6][C@@H:7]2[NH:12][C:13](=[O:19])[O:14][C:15]([CH3:18])([CH3:17])[CH3:16])#[N:2].Cl[CH2:21][C:22]([N:24]([CH3:26])[CH3:25])=[O:23]>>[C:1]([C:3]1[CH:11]=[CH:10][CH:9]=[C:8]2[C:4]=1[CH2:5][CH2:6][C@@H:7]2[N:12]([CH2:21][C:22]([N:24]([CH3:26])[CH3:25])=[O:23])[C:13](=[O:19])[O:14][C:15]([CH3:16])([CH3:18])[CH3:17])#[N:2]. Procedure: (S)-tert-butyl (4-cyano-2,3-dihydro-1H-inden-1-yl)(2-(dimethylamino)-2-oxoethyl)carbamate INT-60 was prepared analogously to INT-59 from (S)-tert-butyl 4-cyano-2,3-dihydro-1H-inden-1-ylcarbamate INT-53 and 2-chloro-N,N-dimethylacetamide.